This data is from the Open Reaction Database (ORD), a public repository of structured organic reaction records. The task is: describe an organic reaction: reactants, conditions, products, and yield Reactants: O=C1CCC2(CC1)OCCO2, CCOC(=O)c1ccc(B(O)O)cc1, C1CCOC1, C[Si](C)(C)[N-][Si](C)(C)C, CC#N, O=S(=O)(N(c1ccc(Cl)cn1)S(=O)(=O)C(F)(F)F)C(F)(F)F, [Li+], [Na+], [Na+], O=C([O-])[O-]. The product is CCOC(=O)c1ccc(C2=CCC3(CC2)OCCO3)cc1. Reaction SMILES: [CH2:1]1[CH2:2][O:3][C:4]2([CH2:5][CH2:6][C:7](=[O:10])[CH2:8][CH2:9]2)[O:11]1.[CH2:44]([CH3:45])[O:46][C:47](=[O:48])[c:49]1[cH:50][cH:51][c:52]([B:55]([OH:56])[OH:57])[cH:53][cH:54]1.[CH2:64]1[O:65][CH2:66][CH2:67][CH2:68]1.[CH3:12][Si:13]([N-:14][Si:15]([CH3:16])([CH3:17])[CH3:18])([CH3:19])[CH3:20].[CH3:69][C:70]#[N:71].[F:22][C:23]([F:24])([F:25])[S:26]([N:27]([c:28]1[cH:29][cH:30][c:31]([Cl:32])[cH:33][n:34]1)[S:35]([C:36]([F:37])([F:38])[F:39])(=[O:40])=[O:41])(=[O:42])=[O:43].[Li+:21].[Na+:58].[Na+:59].[O-:60][C:61](=[O:62])[O-:63]>>[CH2:1]1[CH2:2][O:3][C:4]2([CH2:5][CH:6]=[C:7]([c:52]3[cH:51][cH:50][c:49]([C:47]([O:46][CH2:44][CH3:45])=[O:48])[cH:54][cH:53]3)[CH2:8][CH2:9]2)[O:11]1. Starting materials: C1CCOC1, COC(=O)C1=C(C)NC(=O)CC1c1ccc(C(F)(F)F)cc1F. Product: CC1=C(C(=O)O)C(c2ccc(C(F)(F)F)cc2F)CC(=O)N1. As a reaction SMILES: [CH2:24]1[O:25][CH2:26][CH2:27][CH2:28]1.[F:1][c:2]1[c:3]([CH:12]2[C:13]([C:20](=[O:21])[O:22][CH3:23])=[C:14]([CH3:19])[NH:15][C:16](=[O:18])[CH2:17]2)[cH:4][cH:5][c:6]([C:8]([F:9])([F:10])[F:11])[cH:7]1>>[F:1][c:2]1[c:3]([CH:12]2[C:13]([C:20](=[O:21])[OH:22])=[C:14]([CH3:19])[NH:15][C:16](=[O:18])[CH2:17]2)[cH:4][cH:5][c:6]([C:8]([F:9])([F:10])[F:11])[cH:7]1. The reactants are C1CCOC1, O, O=C(O)C(F)(F)F, COC(=O)C1CCOc2cc(Oc3ccc(C(=O)NC4CC4c4ccccc4)cc3)c(C#N)cc21. Yields the product N#Cc1cc2c(cc1Oc1ccc(C(=O)NC3CC3c3ccccc3)cc1)OCCC2C(=O)O. As a reaction SMILES: [CH2:44]1[O:45][CH2:46][CH2:47][CH2:48]1.[OH2:36].[OH:37][C:38]([C:39]([F:40])([F:41])[F:42])=[O:43].[c:1]1([CH:7]2[CH:8]([NH:10][C:11](=[O:12])[c:13]3[cH:14][cH:15][c:16]([O:17][c:18]4[c:19]([C:32]#[N:33])[cH:20][c:21]5[c:26]([cH:27]4)[O:25][CH2:24][CH2:23][CH:22]5[C:28](=[O:29])[O:30][CH3:31])[cH:34][cH:35]3)[CH2:9]2)[cH:2][cH:3][cH:4][cH:5][cH:6]1>>[c:1]1([CH:7]2[CH:8]([NH:10][C:11](=[O:12])[c:13]3[cH:14][cH:15][c:16]([O:17][c:18]4[c:19]([C:32]#[N:33])[cH:20][c:21]5[c:26]([cH:27]4)[O:25][CH2:24][CH2:23][CH:22]5[C:28](=[O:29])[OH:30])[cH:34][cH:35]3)[CH2:9]2)[cH:2][cH:3][cH:4][cH:5][cH:6]1. Yields the product COCC(NC(=O)c1ccc(C(=O)N2CC=CC2)c(Cl)c1)c1nc2cc(Cl)ccc2[nH]1. Reactants: F[B-](F)(F)F, CN(C)C=O, CO, CCN(C(C)C)C(C)C, O=C(O)c1ccc(C(=O)N2CC=CC2)c(Cl)c1, COCC(N)c1nc2cc(Cl)ccc2[nH]1, Cl, ClCCl, CN(C)C(On1nnc2ccccc21)=[N+](C)C. As a reaction SMILES: [B-:18]([F:19])([F:20])([F:21])[F:22].[CH3:65][N:66]([CH3:67])[CH:68]=[O:69].[CH3:70][OH:71].[CH:40]([N:41]([CH:42]([CH3:43])[CH3:44])[CH2:45][CH3:46])([CH3:47])[CH3:48].[Cl:1][c:2]1[cH:3][c:4]([C:5](=[O:6])[OH:7])[cH:8][cH:9][c:10]1[C:11](=[O:12])[N:13]1[CH2:14][CH:15]=[CH:16][CH2:17]1.[Cl:49][c:50]1[cH:51][c:52]2[c:53]([nH:54][c:55]([CH:57]([CH2:58][O:59][CH3:60])[NH2:61])[n:56]2)[cH:62][cH:63]1.[Cl:64].[Cl:72][CH2:73][Cl:74].[n:23]1([O:24][C:25]([N:26]([CH3:27])[CH3:28])=[N+:29]([CH3:30])[CH3:31])[c:32]2[cH:33][cH:34][cH:35][cH:36][c:37]2[n:38][n:39]1>>[Cl:1][c:2]1[cH:3][c:4]([C:5](=[O:7])[NH:61][CH:57]([c:55]2[nH:54][c:53]3[c:52]([cH:51][c:50]([Cl:49])[cH:63][cH:62]3)[n:56]2)[CH2:58][O:59][CH3:60])[cH:8][cH:9][c:10]1[C:11](=[O:12])[N:13]1[CH2:14][CH:15]=[CH:16][CH2:17]1. Starting materials: Cn1ccccc1=S, Cc1ccc(SCCl)cc1. Yields the product Cc1ccc(SCSc2cccc[n+]2C)cc1, [Cl-]. RXN SMILES: [CH3:11][n:12]1[c:13](=[S:18])[cH:14][cH:15][cH:16][cH:17]1.[CH3:1][c:2]1[cH:3][cH:4][c:5]([S:8][CH2:9][Cl:10])[cH:6][cH:7]1>>[CH3:1][c:2]1[cH:3][cH:4][c:5]([S:8][CH2:9][S:18][c:13]2[n+:12]([CH3:11])[cH:17][cH:16][cH:15][cH:14]2)[cH:6][cH:7]1.[Cl-:10]. Reactants: I(=O)(=O)(=O)[O-].[Na+] (Sodium periodate), C1(CCCC1)SC=1C=C(COCCOCCCCCCN2C(O[C@@H](C2)C2=CC3=C(OC(OC3)(C)C)C=C2)=O)C=CC1 ((5R)-3-[6-(2-{[3-(cyclopentylthio)benzyl]oxy}ethoxy)hexyl]-5-(2,2-dimethyl-4H-1,3-benzodioxin-6-yl)-1,3-oxazolidin-2-one). Solvent: C(C)O (ethanol), O (water). Reaction conditions: time 3 hour. Product: C1(CCCC1)S(=O)C=1C=C(COCCOCCCCCCN2C(O[C@@H](C2)C2=CC3=C(OC(OC3)(C)C)C=C2)=O)C=CC1 ((5R)-3-[6-(2-{[3-(Cyclopentylsulfinyl)benzyl]oxy}ethoxy)hexyl]-5-(2,2-dimethyl-4H-1,3-benzodioxin-6-yl)-1,3-oxazolidin-2-one). The yield is 85.1%. RXN SMILES: I([O-])(=O)(=O)=[O:2].[Na+].[CH:7]1([S:12][C:13]2[CH:14]=[C:15]([CH:45]=[CH:46][CH:47]=2)[CH2:16][O:17][CH2:18][CH2:19][O:20][CH2:21][CH2:22][CH2:23][CH2:24][CH2:25][CH2:26][N:27]2[CH2:31][C@@H:30]([C:32]3[CH:43]=[CH:42][C:35]4[O:36][C:37]([CH3:41])([CH3:40])[O:38][CH2:39][C:34]=4[CH:33]=3)[O:29][C:28]2=[O:44])[CH2:11][CH2:10][CH2:9][CH2:8]1>C(O)C.O>[CH:7]1([S:12]([C:13]2[CH:14]=[C:15]([CH:45]=[CH:46][CH:47]=2)[CH2:16][O:17][CH2:18][CH2:19][O:20][CH2:21][CH2:22][CH2:23][CH2:24][CH2:25][CH2:26][N:27]2[CH2:31][C@@H:30]([C:32]3[CH:43]=[CH:42][C:35]4[O:36][C:37]([CH3:41])([CH3:40])[O:38][CH2:39][C:34]=4[CH:33]=3)[O:29][C:28]2=[O:44])=[O:2])[CH2:11][CH2:10][CH2:9][CH2:8]1 |f:0.1|. Reported procedure: Sodium periodate (333 mg) was added to a solution of (5R)-3-[6-(2-{[3-(cyclopentylthio)benzyl]oxy}ethoxy)hexyl]-5-(2,2-dimethyl-4H-1,3-benzodioxin-6-yl)-1,3-oxazolidin-2-one (230 mg) in ethanol (12 ml) and water (4 ml). The mixture was stirred at room temperature under nitrogen for 3 h. and the ethanol evaporated in vacuo. The aqueous phase was diluted with water and extracted with ethyl acetate. The combined ethyl acetate extracts were dried (MgSO4) filtered, and evaporated in vacuo. The residu... Reactants: CCOC(=O)C (EtOAc), [SiH](CC)(CC)CC (Et3SiH), C(C)(=O)OC=C (vinyl acetate), Rh2Cl2 (CO)4. Solvent: C1CCCCC1 (cyclohexane), C1(=CC=CC=C1)C (toluene). Conditions: time 5 minute. Yields the product C(C)[Si](CCOC(C)=O)(CC)CC (1,1,1-Triethyl-3-acetoxy-1-silapropane). As a reaction SMILES: [SiH:1]([CH2:6][CH3:7])([CH2:4][CH3:5])[CH2:2][CH3:3].[C:8]([O:11][CH:12]=[CH2:13])(=[O:10])[CH3:9].CCOC(C)=O>C1(C)C=CC=CC=1.C1CCCCC1>[CH2:2]([Si:1]([CH2:6][CH3:7])([CH2:4][CH3:5])[CH2:13][CH2:12][O:11][C:8](=[O:10])[CH3:9])[CH3:3]. Reported procedure: To a solution of 6.39 mL (40 mmol) of Et3SiH and 3.69 mL (40 mmol) of vinyl acetate in 40 mL of toluene is added 61.3 mg (0.16 mmol) of Rh2Cl2 (CO)4. Caution: the reaction evolves heat and gas. Within about 5 min, the reaction mixture darkens in color. Reaction is judged complete by TLC analysis (10% EtOAc in cyclohexane) after 1 h. The reaction is worked up and purified, if desired, as in example 1a. Reactants: C(C1=CC=CC=C1)N(CCC(C1=CC=C(C=C1)F)C1=CC=C(C=C1)F)CCC1=NC=CC=N1 (N-benzyl-3,3-bis(4-fluorophenyl)-N-(2-(pyrimidin-2-yl)ethyl)propan-1-amine), C(=O)[O-].[NH4+] (ammonium formate), CO (MeOH). Reagents/catalysts: [Pd] (palladium). Solvent: C(Cl)Cl (DCM). Run at temperature 50 celsius. Product: FC1=CC=C(C=C1)C(CCNCCC1=NC=CC=N1)C1=CC=C(C=C1)F (3,3-bis(4-fluorophenyl)-N-(2-(pyrimidin-2-yl)ethyl)propan-1-amine). Reaction SMILES: C([N:8]([CH2:26][CH2:27][C:28]1[N:33]=[CH:32][CH:31]=[CH:30][N:29]=1)[CH2:9][CH2:10][CH:11]([C:19]1[CH:24]=[CH:23][C:22]([F:25])=[CH:21][CH:20]=1)[C:12]1[CH:17]=[CH:16][C:15]([F:18])=[CH:14][CH:13]=1)C1C=CC=CC=1.C([O-])=O.[NH4+].CO>C(Cl)Cl.[Pd]>[F:18][C:15]1[CH:16]=[CH:17][C:12]([CH:11]([C:19]2[CH:20]=[CH:21][C:22]([F:25])=[CH:23][CH:24]=2)[CH2:10][CH2:9][NH:8][CH2:26][CH2:27][C:28]2[N:29]=[CH:30][CH:31]=[CH:32][N:33]=2)=[CH:13][CH:14]=1 |f:1.2|. Reported procedure: To a mixture of N-benzyl-3,3-bis(4-fluorophenyl)-N-(2-(pyrimidin-2-yl)ethyl)propan-1-amine (1.23 g, 2.77 mmol), ammonium formate (0.985 g, 15.6 mmol), and palladium (10% wt on carbon) (0.382 g, 3.59 mmol) was added MeOH (10 mL). The reaction mixture was heated to 50° C. for 1 h, diluted with DCM, filtered and partially concentrated, diluted with EtOAc, washed with brine (1×), dried over MgSO4, filtered, and concentrated. Purification by flash column chromatography on silica gel (eluted with 5% t... Reactants: C(C)OC(CC(CC)=O)OCC (1,1-diethoxy-3-pentanone), ClC=1C=C(C(=O)CC(=O)N)C=CC1 (α-(3-Chlorobenzoyl)acetamide), ice water. Run in C(C)O (ethanol). Yields the product ClC=1C=C(C(=O)C=2C(NC(=CC2)CC)=O)C=CC1 (3-(3-chlorobenzoyl)-6-ethyl-2-pyridone). The yield is 70.7%. As a reaction SMILES: [Cl:1][C:2]1[CH:3]=[C:4]([CH:11]=[CH:12][CH:13]=1)[C:5]([CH2:7][C:8]([NH2:10])=[O:9])=[O:6].C(O[CH:17](OCC)[CH2:18][C:19](=O)[CH2:20][CH3:21])C>C(O)C>[Cl:1][C:2]1[CH:3]=[C:4]([CH:11]=[CH:12][CH:13]=1)[C:5]([C:7]1[C:8](=[O:9])[NH:10][C:19]([CH2:20][CH3:21])=[CH:18][CH:17]=1)=[O:6]. Procedure details: α-(3-Chlorobenzoyl)acetamide (19.76 g, 0.1 mol) was dissolved in 250 ml of ethanol, and the solution was mixed with 19.15 g (0.11 mol) of 1,1-diethoxy-3-pentanone and heated under reflux for 40 hours. After cooling to room temperature, the reaction solution was poured into ice water and extracted with chloroform. The organic layer was washed with 1 N hydrochloric acid, brine and dried over anhydrous magnesium sulfate, magnesium sulfate was removed by filtration and then the resulting filtrate wa...